This data is from the Open Reaction Database (ORD), a public repository of structured organic reaction records. The task is: describe an organic reaction: reactants, conditions, products, and yield Reactants: C(C1=CC=CC=C1)(=O)CC(=S)N1[C@H](C(=O)O)CCC1 (1-(2-Benzoylthioacetyl)-L-Proline), [N+](=[N-])=C (diazomethane). The reagents and catalysts are C(C)(=O)O (acetic acid). Run in CO (methanol). Conditions: time 15 minute. Product: COC([C@H]1N(CCC1)C(CC(C1=CC=CC=C1)=O)=S)=O (1-(2-benzoylthioacetyl)-L-proline methyl ester). As a reaction SMILES: [C:1]([CH2:9][C:10]([N:12]1[CH2:19][CH2:18][CH2:17][C@H:13]1[C:14]([OH:16])=[O:15])=[S:11])(=[O:8])[C:2]1[CH:7]=[CH:6][CH:5]=[CH:4][CH:3]=1.[N+](=[CH2:22])=[N-]>CO.C(O)(=O)C>[CH3:22][O:15][C:14](=[O:16])[C@@H:13]1[CH2:17][CH2:18][CH2:19][N:12]1[C:10](=[S:11])[CH2:9][C:1](=[O:8])[C:2]1[CH:7]=[CH:6][CH:5]=[CH:4][CH:3]=1. Procedure details: 1-(2-Benzoylthioacetyl)-L-proline obtained in Example 1, is dissolved in methanol and an ethereal solution of diazomethane is added until there is a persistent yellow color. After 15 minutes, a few drops of acetic acid are added and the solvent is removed in vacuo to obtain 1-(2-benzoylthioacetyl)-L-proline methyl ester. RXN SMILES: [CH2:32]1[O:33][CH2:34][CH2:35][CH2:36]1.[CH3:17][C:18]([CH3:19])([O-:20])[CH3:21].[CH3:23][Si:24]([CH2:25][CH2:26][O:27][CH2:28][Cl:29])([CH3:30])[CH3:31].[Cl:1][c:2]1[n:3][nH:4][c:5]2[cH:6][cH:7][c:8]([CH:11]3[O:12][CH2:13][CH2:14][CH2:15][O:16]3)[cH:9][c:10]12.[Na+:22]>>[Cl:1][c:2]1[n:3][n:4]([CH2:28][O:27][CH2:26][CH2:25][Si:24]([CH3:23])([CH3:30])[CH3:31])[c:5]2[cH:6][cH:7][c:8]([CH:11]3[O:12][CH2:13][CH2:14][CH2:15][O:16]3)[cH:9][c:10]12. Product: C[Si](C)(C)CCOCn1nc(Cl)c2cc(C3OCCCO3)ccc21. The reactants are C1CCOC1, CC(C)(C)[O-], C[Si](C)(C)CCOCCl, Clc1n[nH]c2ccc(C3OCCCO3)cc12, [Na+]. Conditions: temperature 85 celsius, time 16 hour. RXN SMILES: [Cl:1][C:2]1[CH:7]=[CH:6][C:5]([S:8]([N:11]2[CH2:17][CH2:16][CH2:15][CH2:14][C:13]3[CH:18]=[CH:19][CH:20]=[CH:21][C:12]2=3)(=[O:10])=[O:9])=[CH:4][C:3]=1[NH:22][C:23](=[O:28])[CH2:24][C:25](=[NH:27])[CH3:26].[C:29](OC(=O)C)(=O)[CH3:30]>>[Cl:1][C:2]1[CH:7]=[CH:6][C:5]([S:8]([N:11]2[CH2:17][CH2:16][CH2:15][CH2:14][C:13]3[CH:18]=[CH:19][CH:20]=[CH:21][C:12]2=3)(=[O:9])=[O:10])=[CH:4][C:3]=1[N:22]1[C:23](=[O:28])[CH:24]=[C:25]([CH3:26])[N:27]=[C:29]1[CH3:30]. The reactants are ClC1=C(C=C(C=C1)S(=O)(=O)N1C2=C(CCCC1)C=CC=C2)NC(CC(C)=N)=O (N-[2-chloro-5-(2,3,4,5-tetrahydro-benzo[b]azepine-1-sulfonyl)-phenyl]-3-imino-butyramide), 4-dimethyl-aminopyridine, C(C)(=O)OC(C)=O (acetic anhydride). Product: ClC1=C(C=C(C=C1)S(=O)(=O)N1C2=C(CCCC1)C=CC=C2)N2C(=NC(=CC2=O)C)C (3-[2-chloro-5-(2,3,4,5-tetrahydro-benzo[b]azepine-1-sulfonyl)-phenyl]-2,6-dimethyl-3H-pyrimidin-4-one). Reported procedure: To N-[2-chloro-5-(2,3,4,5-tetrahydro-benzo[b]azepine-1-sulfonyl)-phenyl]-3-imino-butyramide (42 mg, 0.1 mmol) in acetic anhydride (1 mL) was added 4-dimethyl-aminopyridine (6 mg, 0.1 mmol). The mixture was heated at 85° C. under stirring for 16 hrs. The mixture was then subjected to purification by prep. LCMS to afford 3-[2-chloro-5-(2,3,4,5-tetrahydro-benzo[b]azepine-1-sulfonyl)-phenyl]-2,6-dimethyl-3H-pyrimidin-4-one 14-1. MS: 443.8 (M+H)+; tR=6.94 min (method 2).